describe an organic reaction: reactants, conditions, products, and yield From a dataset of the Open Reaction Database (ORD), a public repository of structured organic reaction records. Yields the product N#Cc1ccc(S(=O)(=O)N2CCC3(CC2)OCCO3)cc1. RXN SMILES: [C:17](#[N:18])[c:19]1[cH:20][cH:21][c:22]([S:25](=[O:26])(=[O:27])[Cl:28])[cH:23][cH:24]1.[Cl:29][CH2:30][Cl:31].[Na+:11].[Na+:12].[O-:13][C:14](=[O:15])[O-:16].[O:1]1[CH2:2][CH2:3][O:4][C:5]12[CH2:6][CH2:7][NH:8][CH2:9][CH2:10]2>>[O:1]1[CH2:2][CH2:3][O:4][C:5]12[CH2:6][CH2:7][N:8]([S:25]([c:22]1[cH:21][cH:20][c:19]([C:17]#[N:18])[cH:24][cH:23]1)(=[O:26])=[O:27])[CH2:9][CH2:10]2. The reactants are N#Cc1ccc(S(=O)(=O)Cl)cc1, ClCCl, [Na+], [Na+], O=C([O-])[O-], C1CC2(CCN1)OCCO2. The reactants are CSC=1C=2C(NC3=C(N1)C=CC=C3)=CSC2 (10-(methylthio)-4H-thieno[3,4-b][1,5]benzodiazepine), N1CCCCC1 (piperidine). Run in C(C)(=O)O (acetic acid). The product is N1(CCCCC1)C=1C=2C(NC3=C(N1)C=CC=C3)=CSC2 (10-(Piperidino)-4H-thieno[3,4-b][1,5]benzodiazepine). As a reaction SMILES: CS[C:3]1[C:4]2[C:5](=[CH:14][S:15][CH:16]=2)[NH:6][C:7]2[CH:13]=[CH:12][CH:11]=[CH:10][C:8]=2[N:9]=1.[NH:17]1[CH2:22][CH2:21][CH2:20][CH2:19][CH2:18]1>C(O)(=O)C>[N:17]1([C:3]2[C:4]3[C:5](=[CH:14][S:15][CH:16]=3)[NH:6][C:7]3[CH:13]=[CH:12][CH:11]=[CH:10][C:8]=3[N:9]=2)[CH2:22][CH2:21][CH2:20][CH2:19][CH2:18]1. Reported procedure: A solution of 0.7 g. of 10-(methylthio)-4H-thieno[3,4-b][1,5]benzodiazepine in 5 ml. of piperidine is treated with a drop of glacial acetic acid and heated under reflux for 4 days. Excess piperidine is removed under reduced pressure and the oily residue is warmed with dilute acetic acid and filtered. The filtrate is cooled and made alkaline with concentrated ammonium hydroxide to give a yellow solid. Recrystallization from acetone-petroleum ether (30°-60° C.) gives yellow crystals, m.p. 157°-159... Reactants: IC1=C(C(=O)OC)C=CC(=C1)[N+](=O)[O-] (methyl 2-iodo-4-nitrobenzoate), [BH4-].[Li+] (lithium tetrahydroborate), C(C)(=O)OCC (ethyl acetate), O (water). The solvent is C1CCOC1 (THF). Conditions: time 2 hour. Product: IC1=C(C=CC(=C1)[N+](=O)[O-])CO ((2-Iodo-4-nitrophenyl)methanol). The yield is 67.0%. RXN SMILES: [I:1][C:2]1[CH:11]=[C:10]([N+:12]([O-:14])=[O:13])[CH:9]=[CH:8][C:3]=1[C:4](OC)=[O:5].[BH4-].[Li+].O.C(OCC)(=O)C>C1COCC1>[I:1][C:2]1[CH:11]=[C:10]([N+:12]([O-:14])=[O:13])[CH:9]=[CH:8][C:3]=1[CH2:4][OH:5] |f:1.2|. Procedure: To a solution of methyl 2-iodo-4-nitrobenzoate (25.6 g, 83.4 mmol) in THF (400 mL) was added lithium tetrahydroborate (2.2 g, 92 mmol). The reaction solution was stirred at rt for 2 h and cooled down to 0° C., and water was added dropwise. After stirring for 10 min, ethyl acetate was added. The organic solution was separated and washed with brine, dried over Na2SO4, filtered and concentrated. The residue was purified with flash chromatography (30% ethyl acetate/hexs) to give the desired product ... Starting materials: [Br-], [Br-], Br, C1COCCO1, O=C1CNC(=O)N1, Oc1ccccc1, [Zn+2]. The product is O=C1NC(=O)C(c2ccc(O)cc2)N1. As a reaction SMILES: [Br-:16].[Br-:18].[Br:8].[O:19]1[CH2:20][CH2:21][O:22][CH2:23][CH2:24]1.[O:1]=[C:2]1[CH2:3][NH:4][C:5](=[O:6])[NH:7]1.[OH:9][c:10]1[cH:11][cH:12][cH:13][cH:14][cH:15]1.[Zn+2:17]>>[O:1]=[C:2]1[CH:3]([c:13]2[cH:12][cH:11][c:10]([OH:9])[cH:15][cH:14]2)[NH:4][C:5](=[O:6])[NH:7]1. The reactants are ClC1=C(C(=CC(=C1C(C)C)Cl)[N+](=O)[O-])O (2,4-dichloro-3-isopropyl-6-nitrophenol), CC(=O)C (acetone), [H][H] (hydrogen), pure material. The reagents and catalysts are [Ni] (Ni). Solvent: CO (methanol). The product is Cl.ClC1=C(C(=CC(=C1C(C)C)Cl)N)O (2,4-Dichloro-3-isopropyl-6-aminophenol hydrochloride). Isolated yield 85.0%. Reaction SMILES: [Cl:1][C:2]1[C:7]([CH:8]([CH3:10])[CH3:9])=[C:6]([Cl:11])[CH:5]=[C:4]([N+:12]([O-])=O)[C:3]=1[OH:15].[H][H].CC(C)=O>CO.[Ni]>[ClH:1].[Cl:1][C:2]1[C:7]([CH:8]([CH3:10])[CH3:9])=[C:6]([Cl:11])[CH:5]=[C:4]([NH2:12])[C:3]=1[OH:15] |f:5.6|. Reported procedure: 80 g (0.31 mole) of 2,4-dichloro-3-isopropyl-6-nitrophenol were hydrogenated in 425 ml of methanol with 5 g of Raney Ni in an autoclave at 25° to 30° C. and under 10 bar of H2. The mixture was stirred for an additional 30 minutes after hydrogen was no longer being absorbed, then the pressure was released and, after addition of 0.5 ml of hydrazine hydrate to the hydrogenation solution, the catalyst was filtered off under protective gas, washed with 50 ml of methanol, and the filtrate was acidifie... Starting materials: O.O.O.O.O.S(=O)(=O)([O-])[O-].[Cu+2] (copper sulfate pentahydrate), N[C@@H](CCCCN)C(=O)O (L-lysine), starch, starch. Run at temperature 70 celsius, time 8 hour. The product is N[C@@H](CCCCN)C(=O)O.[Cu] (copper lysine). Reaction SMILES: O.O.O.O.O.S([O-])([O-])(=O)=O.[Cu+2:11].[NH2:12][C@H:13]([C:19]([OH:21])=[O:20])[CH2:14][CH2:15][CH2:16][CH2:17][NH2:18]>>[NH2:12][C@H:13]([C:19]([OH:21])=[O:20])[CH2:14][CH2:15][CH2:16][CH2:17][NH2:18].[Cu:11] |f:0.1.2.3.4.5.6,8.9|. Procedure: One mole of copper sulfate pentahydrate powder, two moles of L-lysine powder, 10% by weight of corn starch (90% starch content), and 10% rice flour (90% starch content) were dry blended and placed in a bomb calorimeter. The calorimeter was submersed in a water bath maintained at about 70° C. for about 90 minutes. The calorimeter was removed from the water bath and allowed to cool to room temperature. The calorimeter was then opened and the product was allowed to stand overnight. A copper lysine ...